From a dataset of the Open Reaction Database (ORD), a public repository of structured organic reaction records. describe an organic reaction: reactants, conditions, products, and yield Starting materials: [N+](=O)([O-])C=1C=C(C=CC1)C(=O)NS(=O)(=O)C (3-Nitro-N-(methanesulfonyl)phenylcarboxamide). Reagents/catalysts: [Pd] (palladium/carbon). Solvent: C(C)O (ethanol). Run at time 15 minute. The product is NC=1C=C(C=CC1)C(=O)NS(=O)(=O)C (3-Amino-N-(methansulfonyl)phenylcarboxamide). The yield is 78.4%. As a reaction SMILES: [N+:1]([C:4]1[CH:5]=[C:6]([C:10]([NH:12][S:13]([CH3:16])(=[O:15])=[O:14])=[O:11])[CH:7]=[CH:8][CH:9]=1)([O-])=O>C(O)C.[Pd]>[NH2:1][C:4]1[CH:5]=[C:6]([C:10]([NH:12][S:13]([CH3:16])(=[O:15])=[O:14])=[O:11])[CH:7]=[CH:8][CH:9]=1. Procedure: 3-Nitro-N-(methanesulfonyl)phenylcarboxamide (1.6 g) was dissolved in 50 ml of ethanol, treated with 510 mg of 10% palladium/carbon catalyst, and hydrogenated on a Parr apparatus at 30 psi for 15 minutes. The reaction mixture was filtered through Celite and concentrated to give the title compound (1.1 g) as a white solid.